From a dataset of the Open Reaction Database (ORD), a public repository of structured organic reaction records. describe an organic reaction: reactants, conditions, products, and yield The reactants are Cl.C(C)OC=CC(OCC)=N (ethyl 3-ethoxyacrylimidate hydrochloride), Br.C(C)OC(=O)C(=N)N (1-ethoxycarbonylformamidine hydrobromide), [Na] (sodium). Run in CO (methanol), CO (methanol). Reaction conditions: time 4 hour. Product: NC1=NC(=NC=C1)C(=O)OC (methyl 4-aminopyrimidine-2-carboxylate). Isolated yield 39.0%. RXN SMILES: Cl.C(O[CH:5]=[CH:6][C:7](=[NH:11])OCC)C.Br.[CH2:13]([O:15][C:16]([C:18]([NH2:20])=[NH:19])=[O:17])C.[Na]>CO>[NH2:11][C:7]1[CH:6]=[CH:5][N:20]=[C:18]([C:16]([O:15][CH3:13])=[O:17])[N:19]=1 |f:0.1,2.3,^1:20|. Procedure: To a solution of ethyl 3-ethoxyacrylimidate hydrochloride (4.0 g) and 1-ethoxycarbonylformamidine hydrobromide (4.4 g) in methanol (110 ml) was added dropwise a solution of sodium metal (1 g) in methanol (110 ml) at 0° C. The reaction mixture was stirred for an hour at 0° to 5° C. and for additional 4 hours at ambient temperature. The solution was evaporated to dryness and the residue was dissolved in a mixture of ethyl acetate and an aqueous solution of sodium chloride. The organic layer was se... Starting materials: ClC1=CC(=NC=2N1N=CC2)CC (7-Chloro-5-ethylpyrazolo[1,5-a]pyrimidine), Cl.NCC(=O)OCC (ethyl 2-aminoacetate hydrochloride), C([O-])([O-])=O.[Na+].[Na+] (sodium carbonate). Run in C(C)O (ethanol). Product: C(C)C1=NC=2N(C(=C1)NCC(=O)OCC)N=CC2 (Ethyl 2-[N-(5-Ethylpyrazolo[1,5-a]pyrimidine-7-yl)amino]acetate). Reaction SMILES: Cl[C:2]1[N:7]2[N:8]=[CH:9][CH:10]=[C:6]2[N:5]=[C:4]([CH2:11][CH3:12])[CH:3]=1.Cl.[NH2:14][CH2:15][C:16]([O:18][CH2:19][CH3:20])=[O:17].C(=O)([O-])[O-].[Na+].[Na+]>C(O)C>[CH2:11]([C:4]1[CH:3]=[C:2]([NH:14][CH2:15][C:16]([O:18][CH2:19][CH3:20])=[O:17])[N:7]2[N:8]=[CH:9][CH:10]=[C:6]2[N:5]=1)[CH3:12] |f:1.2,3.4.5|. Procedure details: 1.8 g (9.9 mmol) 7-Chloro-5-ethylpyrazolo[l,5-a]pyrimidine (Example 1, Step B) and 1.4 g (10.0 mmol) ethyl 2-aminoacetate hydrochloride were dissolved in 50 ml dry ethanol. 500 mg (4.7 mmol) sodium carbonate were added, and the mixture was heated with reflux for 2 h. The inorganic material was filtered off, the residue treated with saturated aqueous sodium bicarbonate solution, and extracted with ethyl acetate. The organic layer was dried over sodium sulfate, and evaporated in vacuo to give the ... The reactants are O=S(=O)(O)CC(c1ccccc1)C(F)(F)F, [N-]=[N+]=[N-], [Na+], CN(C)C=O. Product: [N-]=[N+]=NC(c1ccccc1)C(F)(F)F. RXN SMILES: [F:1][C:2]([CH:3]([c:4]1[cH:5][cH:6][cH:7][cH:8][cH:9]1)[CH2:10][S:11]([OH:12])(=[O:13])=[O:14])([F:15])[F:16].[N-:18]=[N+:19]=[N-:20].[Na+:17].[O:21]=[CH:22][N:23]([CH3:24])[CH3:25]>>[F:1][C:2]([CH:3]([c:4]1[cH:5][cH:6][cH:7][cH:8][cH:9]1)[N:18]=[N+:19]=[N-:20])([F:15])[F:16]. The reactants are C(C)(C)(C)OC(=O)N1C[C@H](CCC1)OC1=C(C=CC(=C1)C(F)(F)F)NC=1C2=C(N=CN1)SC(=C2C)C(=O)N (4-[2-((S)-1-tert-butoxycarbonyl-piperidin-3-yloxy)-4-trifluoromethyl-phenylamino]-5-methyl-thieno[2,3-d]pyrimidine-6-carboxylic acid amide), Cl (HCl). The solvent is ClCCl (dichloromethane), O1CCOCC1 (dioxan). Run at time 1 hour. Yields the product CC1=C(SC=2N=CN=C(C21)NC2=C(C=C(C=C2)C(F)(F)F)O[C@@H]2CNCCC2)C(=O)N ((S)-5-methyl-4-(2-(piperidin-3-yloxy)-4-(trifluoromethyl)phenylamino)thieno[2,3-d]pyrimidine-6-carboxamide). RXN SMILES: C(OC([N:8]1[CH2:13][CH2:12][CH2:11][C@H:10]([O:14][C:15]2[CH:20]=[C:19]([C:21]([F:24])([F:23])[F:22])[CH:18]=[CH:17][C:16]=2[NH:25][C:26]2[C:27]3[C:34]([CH3:35])=[C:33]([C:36]([NH2:38])=[O:37])[S:32][C:28]=3[N:29]=[CH:30][N:31]=2)[CH2:9]1)=O)(C)(C)C.Cl>ClCCl.O1CCOCC1>[CH3:35][C:34]1[C:27]2[C:26]([NH:25][C:16]3[CH:17]=[CH:18][C:19]([C:21]([F:22])([F:24])[F:23])=[CH:20][C:15]=3[O:14][C@H:10]3[CH2:11][CH2:12][CH2:13][NH:8][CH2:9]3)=[N:31][CH:30]=[N:29][C:28]=2[S:32][C:33]=1[C:36]([NH2:38])=[O:37]. Procedure: 4-[2-((S)-1-tert-butoxycarbonyl-piperidin-3-yloxy)-4-trifluoromethyl-phenylamino]-5-methyl-thieno[2,3-d]pyrimidine-6-carboxylic acid amide (77 mg) was dissolved in dichloromethane (1 ml) and HCl in dioxan (4M; 1.5 ml) was added. The reaction was stirred at room temperature for 1 h. The solvent was removed in vacuo and the residue was purfied by chromatography to give the inteded product. Reactants: NC1=NC=C(C(=N)NO)C=C1 (6-amino-N-hydroxy-nicotinamidine), CC1=CC(=CC(=N1)C(=O)O)C1=CC=C(C=C1)C(F)(F)F (6-methyl-4-(4-trifluoromethyl-phenyl)-pyridine-2-carboxylic acid). Product: CC1=CC(=CC(=N1)C1=NC(=NO1)C=1C=CC(=NC1)N)C1=CC=C(C=C1)C(F)(F)F (5-{5-[6-Methyl-4-(4-trifluoromethyl-phenyl)-pyridin-2-yl]-[1,2,4]oxadiazol-3-yl}-pyridin-2-ylamine), solid. The yield is 31.0%. Reaction SMILES: [NH2:1][C:2]1[CH:11]=[CH:10][C:5]([C:6]([NH:8][OH:9])=[NH:7])=[CH:4][N:3]=1.[CH3:12][C:13]1[N:18]=[C:17]([C:19](O)=O)[CH:16]=[C:15]([C:22]2[CH:27]=[CH:26][C:25]([C:28]([F:31])([F:30])[F:29])=[CH:24][CH:23]=2)[CH:14]=1>>[CH3:19][C:17]1[N:18]=[C:13]([C:12]2[O:9][N:8]=[C:6]([C:5]3[CH:10]=[CH:11][C:2]([NH2:1])=[N:3][CH:4]=3)[N:7]=2)[CH:14]=[C:15]([C:22]2[CH:23]=[CH:24][C:25]([C:28]([F:31])([F:30])[F:29])=[CH:26][CH:27]=2)[CH:16]=1. Reported procedure: The title compound was prepared from 6-amino-N-hydroxy-nicotinamidine (example C.3) (0.113 g, 0.53 mmol) and 6-methyl-4-(4-trifluoromethyl-phenyl)-pyridine-2-carboxylic acid (example D.11) (0.10 g, 0.36 mmol) according to the general procedure V. Obtained as an off-white solid (0.045 g, 31%). MS (ISP) 398.1 [(M+H)+]; mp 163° C. Reactants: ClC1=C(C=C(C=C1)C)NC1=C(C=NC=2N1N=CC2S(=O)(=O)N)C(=O)N2CCC(CC2)C2=CC=C(C=C2)F (7-(2-chloro-5-methylphenylamino)-6-[4-(4-fluorophenyl)piperidine-1-carbonyl]pyrazolo[1,5-a]pyrimidine-3-sulfonamide), C(CC)(=O)O (propionic acid). The product is ClC1=C(C=C(C=C1)C)NC1=C(C=NC=2N1N=CC2S(=O)(=O)NC(=O)CC)C(=O)N2CCC(CC2)C2=CC=C(C=C2)F (N-{7-(2-chloro-5-methylphenylamino)-6-[4-(4-fluorophenyl)piperidine-1-carbonyl]pyrazolo[1,5-a]pyrimidin-3-ylsulfonyl}ethanecarboxamide). The yield is 92.0%. RXN SMILES: [Cl:1][C:2]1[CH:7]=[CH:6][C:5]([CH3:8])=[CH:4][C:3]=1[NH:9][C:10]1[N:15]2[N:16]=[CH:17][C:18]([S:19]([NH2:22])(=[O:21])=[O:20])=[C:14]2[N:13]=[CH:12][C:11]=1[C:23]([N:25]1[CH2:30][CH2:29][CH:28]([C:31]2[CH:36]=[CH:35][C:34]([F:37])=[CH:33][CH:32]=2)[CH2:27][CH2:26]1)=[O:24].[C:38](O)(=[O:41])[CH2:39][CH3:40]>>[Cl:1][C:2]1[CH:7]=[CH:6][C:5]([CH3:8])=[CH:4][C:3]=1[NH:9][C:10]1[N:15]2[N:16]=[CH:17][C:18]([S:19]([NH:22][C:38]([CH2:39][CH3:40])=[O:41])(=[O:21])=[O:20])=[C:14]2[N:13]=[CH:12][C:11]=1[C:23]([N:25]1[CH2:30][CH2:29][CH:28]([C:31]2[CH:32]=[CH:33][C:34]([F:37])=[CH:35][CH:36]=2)[CH2:27][CH2:26]1)=[O:24]. Reported procedure: Using 7-(2-chloro-5-methylphenylamino)-6-[4-(4-fluorophenyl)piperidine-1-carbonyl]pyrazolo[1,5-a]pyrimidine-3-sulfonamide (0.08 g, 0.147 mmol) obtained in Example 12 step 5 and propionic acid (0.055 mL, 0.737 mmol) instead of cyclopropanecarboxylic acid, and in the same manner as in Example 1 step 6, the title compound (0.081 g, 92%) was obtained.